Dataset: the Open Reaction Database (ORD), a public repository of structured organic reaction records. Task: describe an organic reaction: reactants, conditions, products, and yield Starting materials: CC(=O)O, COCc1nc(O)cc(O)c1C(=O)OC, O, O=[N+]([O-])O. Product: COCc1nc(O)c([N+](=O)[O-])c(O)c1C(=O)OC. As a reaction SMILES: [C:21]([OH:22])(=[O:23])[CH3:24].[CH3:1][O:2][C:3]([c:4]1[c:5]([CH2:12][O:13][CH3:14])[n:6][c:7]([OH:11])[cH:8][c:9]1[OH:10])=[O:15].[OH2:20].[OH:16][N+:17]([O-:18])=[O:19]>>[CH3:1][O:2][C:3]([c:4]1[c:5]([CH2:12][O:13][CH3:14])[n:6][c:7]([OH:11])[c:8]([N+:17](=[O:16])[O-:18])[c:9]1[OH:10])=[O:15]. Starting materials: C(CC)C1=C(C=CC=C1)O (2-propylphenol), OS(=O)(=O)O (H2SO4), dioxide. The reagents and catalysts are [O-2].[O-2].[Mn+4] (Manganese dioxide). The product is C(CC)C=1C(C=CC(C1)=O)=O (propyl-p-benzoquinone). RXN SMILES: [CH2:1]([C:4]1[CH:9]=[CH:8][CH:7]=[CH:6][C:5]=1[OH:10])[CH2:2][CH3:3].[OH:11]S(O)(=O)=O>[O-2].[O-2].[Mn+4]>[CH2:1]([C:4]1[C:5](=[O:10])[CH:6]=[CH:7][C:8](=[O:11])[CH:9]=1)[CH2:2][CH3:3] |f:2.3.4|. Procedure details: Manganese dioxide (45 g) was stirred in 25% H2SO4 (1300 ml) at room temperature. 2-propylphenol (90 g) was added followed by managanese dioxide (270 g), added over 1 hr to maintain a reaction temperature below 50° C. After a further 11/2 hours the reaction mixture was steam distilled, the distillates extracted with chloroform and the chloroform evaporated to yield propyl-p-benzoquinone (7 g), delta H(CDCl3) 1.00 (3H, t, J8.0Hz), CH3), 1.57(2H, tq, J 8.0,8.0Hz, CH2), 2.42(2H,t,J 8.0Hz, CH2), 6.58... As a reaction SMILES: [CH:1]1([N:10]2[CH2:15][CH2:14][NH:13][CH2:12][CH2:11]2)[C:9]2[C:4](=[CH:5][CH:6]=[CH:7][CH:8]=2)[CH2:3][CH2:2]1.Br[CH2:17][C:18]#[N:19]>>[CH:1]1([N:10]2[CH2:15][CH2:14][N:13]([CH2:17][C:18]#[N:19])[CH2:12][CH2:11]2)[C:9]2[C:4](=[CH:5][CH:6]=[CH:7][CH:8]=2)[CH2:3][CH2:2]1. Yields the product C1(CCC2=CC=CC=C12)N1CCN(CC1)CC#N ((4-Indan-1-yl-piperazin-1-yl)-acetonitrile). Reported procedure: The title compound is synthesized by coupling of 1-Indan-1-yl-piperazine (commercially available from CHESS GmbH) and bromoacetonitrile analogously to the preparation of Intermediate 149.2 as a colorless oil; ES-MS: M+H=242.2: CtRet=4.25. Starting materials: C1(CCC2=CC=CC=C12)N1CCNCC1 (1-Indan-1-yl-piperazine), BrCC#N (bromoacetonitrile). Starting materials: CCOc1ccccc1N1CCN(CCCCl)CC1, O, O=C1CCCc2c(O)cccc21. Yields the product CCOc1ccccc1N1CCN(CCCOc2cccc3c2CCCC3=O)CC1. As a reaction SMILES: [Cl:13][CH2:14][CH2:15][CH2:16][N:17]1[CH2:18][CH2:19][N:20]([c:23]2[c:24]([O:29][CH2:30][CH3:31])[cH:25][cH:26][cH:27][cH:28]2)[CH2:21][CH2:22]1.[OH2:32].[OH:1][c:2]1[c:3]2[c:8]([cH:9][cH:10][cH:11]1)[C:7](=[O:12])[CH2:6][CH2:5][CH2:4]2>>[O:1]([c:2]1[c:3]2[c:8]([cH:9][cH:10][cH:11]1)[C:7](=[O:12])[CH2:6][CH2:5][CH2:4]2)[CH2:14][CH2:15][CH2:16][N:17]1[CH2:18][CH2:19][N:20]([c:23]2[c:24]([O:29][CH2:30][CH3:31])[cH:25][cH:26][cH:27][cH:28]2)[CH2:21][CH2:22]1.